Dataset: the Open Reaction Database (ORD), a public repository of structured organic reaction records. Task: describe an organic reaction: reactants, conditions, products, and yield RXN SMILES: [NH2:1][C:2]1[CH:29]=[CH:28][C:27]([O:30][C:31]([F:34])([F:33])[F:32])=[CH:26][C:3]=1[CH2:4][N:5]1[C@@H:9]([CH3:10])[C@@H:8]([C:11]2[CH:16]=[C:15]([C:17]([F:20])([F:19])[F:18])[CH:14]=[C:13]([C:21]([F:24])([F:23])[F:22])[CH:12]=2)[O:7][C:6]1=[O:25].[CH:35](=O)[CH3:36].[BH-](OC(C)=O)(OC(C)=O)OC(C)=O.[Na+]>ClC(Cl)C.CCOC(C)=O>[F:24][C:21]([F:22])([F:23])[C:13]1[CH:12]=[C:11]([C@H:8]2[O:7][C:6](=[O:25])[N:5]([CH2:4][C:3]3[CH:26]=[C:27]([O:30][C:31]([F:34])([F:33])[F:32])[CH:28]=[CH:29][C:2]=3[NH:1][CH2:35][CH3:36])[C@H:9]2[CH3:10])[CH:16]=[C:15]([C:17]([F:19])([F:20])[F:18])[CH:14]=1 |f:2.3|. Product: FC(C=1C=C(C=C(C1)C(F)(F)F)[C@@H]1[C@@H](N(C(O1)=O)CC1=C(C=CC(=C1)OC(F)(F)F)NCC)C)(F)F ((4S,5R)-5-[3,5-bis(trifluoromethyl)phenyl]-3-[2-(ethylamino)-5-(trifluoromethoxy)benzyl]-4-methyl-1,3-oxazolidin-2-one). Procedure details: To a solution of (4S,5R)-3-[2-amino-5-(trifluoromethoxy)benzyl]-5-[3,5-bis(trifluoromethyl)phenyl]-4-methyl-1,3-oxazolidin-2-one (80 mg, 0.159 mmol) in dichloroethane (1.6 mL) was added acetaldehyde (9 μL, 0.159 mmol) and NaBH(OAc)3 (67 mg, 0.318 mmol). The reaction was stirred at room temperature, and after 30 minutes acetaldehyde (4.5 μL, 0.80 mmol) was added. After an hour, additional acetaldehyde (4.5 μL, 0.80 mmol) was added. After an additional hour, the reaction was diluted with EtOAc (20... Solvent: ClC(C)Cl (dichloroethane), CCOC(=O)C (EtOAc). Starting materials: NC1=C(CN2C(O[C@@H]([C@@H]2C)C2=CC(=CC(=C2)C(F)(F)F)C(F)(F)F)=O)C=C(C=C1)OC(F)(F)F ((4S,5R)-3-[2-amino-5-(trifluoromethoxy)benzyl]-5-[3,5-bis(trifluoromethyl)phenyl]-4-methyl-1,3-oxazolidin-2-one), C(C)=O (acetaldehyde), [BH-](OC(=O)C)(OC(=O)C)OC(=O)C.[Na+] (NaBH(OAc)3), C(C)=O (acetaldehyde), C(C)=O (acetaldehyde).